This data is from the Open Reaction Database (ORD), a public repository of structured organic reaction records. The task is: describe an organic reaction: reactants, conditions, products, and yield Starting materials: C=C1CCC2(CC1)OCCO2, CC(C)(C)OC(=O)N1CCC2(CC1)CC(C#Cc1ccccc1)=NO2. Yields the product C(#Cc1ccccc1)C1=NOC2(CCC3(CC2)OCCO3)C1. RXN SMILES: [CH2:26]=[C:27]1[CH2:28][CH2:29][C:30]2([O:31][CH2:32][CH2:33][O:34]2)[CH2:35][CH2:36]1.[c:1]1([C:7]#[C:8][C:9]2=[N:10][O:11][C:12]3([CH2:13]2)[CH2:14][CH2:15][N:16]([C:19]([O:20][C:21]([CH3:22])([CH3:23])[CH3:24])=[O:25])[CH2:17][CH2:18]3)[cH:2][cH:3][cH:4][cH:5][cH:6]1>>[c:1]1([C:7]#[C:8][C:9]2=[N:10][O:11][C:12]3([CH2:13]2)[CH2:14][CH2:15][C:30]2([CH2:17][CH2:18]3)[O:31][CH2:32][CH2:33][O:34]2)[cH:2][cH:3][cH:4][cH:5][cH:6]1. Reactants: CN(C)C=O, CN1Cc2c(C=CCl)ncn2-c2ccc(F)cc2C1=O, C1CCC2=NCCCN2CC1, O. Product: C#Cc1ncn2c1CN(C)C(=O)c1cc(F)ccc1-2. Reaction SMILES: [CH3:32][N:33]([CH3:34])[CH:35]=[O:36].[Cl:1][CH:2]=[CH:3][c:4]1[n:5][cH:6][n:7]2[c:8]1[CH2:9][N:10]([CH3:20])[C:11](=[O:19])[c:12]1[c:13]-2[cH:14][cH:15][c:16]([F:18])[cH:17]1.[N:21]12[CH2:22][CH2:23][CH2:24][N:25]=[C:26]1[CH2:27][CH2:28][CH2:29][CH2:30][CH2:31]2.[OH2:37]>>[CH:2]#[C:3][c:4]1[n:5][cH:6][n:7]2[c:8]1[CH2:9][N:10]([CH3:20])[C:11](=[O:19])[c:12]1[c:13]-2[cH:14][cH:15][c:16]([F:18])[cH:17]1.